From a dataset of the Open Reaction Database (ORD), a public repository of structured organic reaction records. describe an organic reaction: reactants, conditions, products, and yield The reactants are CC(C)(C)[Si](Cl)(c1ccccc1)c1ccccc1, CCOC(C)=O, CN(C)C=O, COC(=O)C(CO)NC(=O)OC(C)(C)C, C1CCOC1, O, c1c[nH]cn1. The product is CC(C)(C)OC(=O)NC(CO)CO[Si](c1ccccc1)(c1ccccc1)C(C)(C)C. As a reaction SMILES: [C:21]([CH3:22])([CH3:23])([CH3:24])[Si:25]([c:26]1[cH:27][cH:28][cH:29][cH:30][cH:31]1)([c:32]1[cH:33][cH:34][cH:35][cH:36][cH:37]1)[Cl:38].[CH3:39][CH2:40][O:41][C:42](=[O:43])[CH3:44].[CH3:45][N:46]([CH3:47])[CH:48]=[O:49].[CH3:6][O:7][C:8]([CH:9]([NH:10][C:11](=[O:12])[O:13][C:14]([CH3:15])([CH3:16])[CH3:17])[CH2:18][OH:19])=[O:20].[O:50]1[CH2:51][CH2:52][CH2:53][CH2:54]1.[OH2:55].[nH:1]1[cH:2][cH:3][n:4][cH:5]1>>[CH2:8]([CH:9]([NH:10][C:11](=[O:12])[O:13][C:14]([CH3:15])([CH3:16])[CH3:17])[CH2:18][OH:19])[O:20][Si:25]([C:21]([CH3:22])([CH3:23])[CH3:24])([c:26]1[cH:27][cH:28][cH:29][cH:30][cH:31]1)[c:32]1[cH:33][cH:34][cH:35][cH:36][cH:37]1. Reactants: C(#N)C1=CC=C(OCC(=O)OC)C=C1 (methyl (4-cyanophenoxy)acetate), O.NN (hydrazine hydrate). Reaction conditions: time 1 hour. Product: C(#N)C1=CC=C(OCC(=O)NN)C=C1 (2-(4cyanophenoxy)acetohydrazide). The yield is 75.0%. As a reaction SMILES: [C:1]([C:3]1[CH:14]=[CH:13][C:6]([O:7][CH2:8][C:9](OC)=[O:10])=[CH:5][CH:4]=1)#[N:2].O.[NH2:16][NH2:17]>>[C:1]([C:3]1[CH:14]=[CH:13][C:6]([O:7][CH2:8][C:9]([NH:16][NH2:17])=[O:10])=[CH:5][CH:4]=1)#[N:2] |f:1.2|. Procedure details: To a solution of methyl (4-cyanophenoxy)acetate (3.52 g, 18.4 mmol) in MEOH (100 mL) was added hydrazine hydrate (8.9 mL). After stirring for 1 h at rt, a solid precipitated out. Filtration, washing with MeOH (5 mL) and water (4×10 mL) and drying under vacuo at 50° C. overnight gave the title compound (2.63 g, 75%) as a white solid in 98.4% purity by HPLC (MaxPlot detection between 230 and 400 nm).